describe an organic reaction: reactants, conditions, products, and yield From a dataset of the Open Reaction Database (ORD), a public repository of structured organic reaction records. The reactants are CN(C)C=O, CCCCCC, COc1ccc2c(c1)CCC2(C)C. Yields the product COc1cc2c(cc1C=O)C(C)(C)CC2. RXN SMILES: [CH3:14][N:15]([CH:16]=[O:17])[CH3:18].[CH3:19][CH2:20][CH2:21][CH2:22][CH2:23][CH3:24].[CH3:1][O:2][c:3]1[cH:4][c:5]2[c:9]([cH:10][cH:11]1)[C:8]([CH3:12])([CH3:13])[CH2:7][CH2:6]2>>[CH3:1][O:2][c:3]1[cH:4][c:5]2[c:9]([cH:10][c:11]1[CH:16]=[O:17])[C:8]([CH3:12])([CH3:13])[CH2:7][CH2:6]2. The reactants are C(C)(C)(C)OC(=O)OC(=O)OC(C)(C)C (di-t-butyldicarbonate), [N+](=O)([O-])CC(=O)OCC (ethyl nitroacetate). Reagents/catalysts: CN(C1=CC=NC=C1)C (4-dimethylaminopyridine). Product: C(=O)(OCC)C1=NOC=C1 (3-carboethoxy isoxazole), acyl chloride, N (ammonia). As a reaction SMILES: [N+:1]([CH2:4][C:5]([O:7][CH2:8][CH3:9])=[O:6])([O-:3])=O.[C:10](OC(OC(OC(C)(C)C)=O)=O)(C)(C)[CH3:11]>CN(C)C1C=CN=CC=1>[C:5]([C:4]1[CH:11]=[CH:10][O:3][N:1]=1)([O:7][CH2:8][CH3:9])=[O:6].[NH3:1]. Procedure: The starting acetylene was obtained as described in Example 118. The 3-carboethoxy isoxazole intermediate was obtained by cycloaddition of the nitrile oxide generated in situ from ethyl nitroacetate, di-t-butyldicarbonate and 4-dimethylaminopyridine. The amide was obtained from the 3-carboethoxy isoxazole intermediate by hydrolysis to the acid, conversion to the acyl chloride and reaction with ammonia. LRMS (ESI+) m/z: 358.0 (M−H+ C15H14F3N3O4 requires 358.0) Reactants: FC(C(=O)OCC)C(C1=CC=CC=C1)=O (ethyl α-fluorobenzoylacetate), C1(=C(C=CC=C1)N)N (o-phenylenediamine), C(C)(=O)O (acetic acid). Solvent: C(C)O (ethanol). The product is FC1=CN=C2C(=NC1=O)C=CC=C2 (3-fluoro-1,5-benzodiazepin-2-one). As a reaction SMILES: [F:1][CH:2]([C:8](=O)C1C=CC=CC=1)[C:3](OCC)=[O:4].[C:16]1([NH2:23])[CH:21]=[CH:20][CH:19]=[CH:18][C:17]=1[NH2:22].C(O)(=O)C>C(O)C>[F:1][C:2]1[C:3](=[O:4])[N:23]=[C:16]2[CH:21]=[CH:20][CH:19]=[CH:18][C:17]2=[N:22][CH:8]=1. Procedure: Refluxing of ethyl α-fluorobenzoylacetate (2.25 g, 10 mmol) with o-phenylenediamine (10 mmol) in the mixture of acetic acid and ethanol (25%) for 5 h gave 3-fluoro-1,5-benzodiazepin-2-one derivatives in good yields as follows. ##STR17## wherein X=H, 4-Me, 4-Cl or NO2. It is clear that the first step of this reaction is condensation of carbonyl ketone and amine by losing water and second step is cyclization of their ester with another amine by losing ethanol. When used p-CH3 or p-Cl o-phenylenedi...